This data is from the Open Reaction Database (ORD), a public repository of structured organic reaction records. The task is: describe an organic reaction: reactants, conditions, products, and yield Reactants: [BH3-]C#N, CCOC(=O)C1CCCC1=O, C=CCN(N)C1CCC1, CC(=O)[O-], CO, Cl, [Na+], [Na+]. Product: C=CCN(NC1CCCC1C(=O)OCC)C1CCC1. RXN SMILES: [C:27]([BH3-:28])#[N:29].[CH2:11]([CH3:12])[O:13][C:14](=[O:15])[CH:16]1[C:17](=[O:21])[CH2:18][CH2:19][CH2:20]1.[CH2:2]([CH:3]=[CH2:4])[N:5]([NH2:6])[CH:7]1[CH2:8][CH2:9][CH2:10]1.[CH3:23][C:24](=[O:25])[O-:26].[CH3:31][OH:32].[ClH:1].[Na+:22].[Na+:30]>>[CH2:2]([CH:3]=[CH2:4])[N:5]([NH:6][CH:17]1[CH:16]([C:14]([O:13][CH2:11][CH3:12])=[O:15])[CH2:20][CH2:19][CH2:18]1)[CH:7]1[CH2:8][CH2:9][CH2:10]1. RXN SMILES: [C:1]([CH2:2][CH3:3])(=[O:4])[OH:5].[CH2:6]([CH2:7][CH2:8][CH2:9][CH2:10][CH2:11][CH2:12][CH3:13])[c:14]1[cH:15][c:16](-[n:25]2[n:26][c:27]3[c:28]([n:29]2)[cH:30][cH:31][c:32]([Cl:34])[cH:33]3)[c:17]([OH:24])[c:18]([C:20]([CH3:21])([CH3:22])[CH3:23])[cH:19]1.[OH:40][CH2:41][CH:42]=[CH2:43].[S:35](=[O:36])(=[O:37])([OH:38])[OH:39]>>[C:1]([CH2:2][CH3:3])(=[O:4])[OH:5].[CH2:6]([CH:7]=[CH2:8])[c:14]1[cH:15][c:16](-[n:25]2[n:26][c:27]3[c:28]([n:29]2)[cH:30][cH:31][c:32]([Cl:34])[cH:33]3)[c:17]([OH:24])[c:18]([C:20]([CH3:21])([CH3:22])[CH3:23])[cH:19]1. Reactants: CCC(=O)O, CCCCCCCCc1cc(-n2nc3ccc(Cl)cc3n2)c(O)c(C(C)(C)C)c1, C=CCO, O=S(=O)(O)O. Product: CCC(=O)O, C=CCc1cc(-n2nc3ccc(Cl)cc3n2)c(O)c(C(C)(C)C)c1. Reactants: C1(=CC=C(C=C1)S(=O)(=O)Cl)C (p-toluenesulfonyl chloride), [Cl-].[Na+] (sodium chloride), C(CCC)[Li] (n-butyllithium), OC[C@H]1OC(O[C@@H]1CO)(C)C ((4R,5R)-4,5-bis(hydroxymethyl)-2,2-dimethyl-1,3-dioxolane). Solvent: O1CCCC1 (tetrahydrofuran), O1CCCC1 (tetrahydrofuran). Run at temperature 20 celsius, time 10 minute. Product: C1(=CC=C(C=C1)S(=O)(=O)OC[C@H]1OC(O[C@@H]1CO)(C)C)C ((4R,5R)-[5-hydroxymethyl-2,2-dimethyl-1,3-dioxolan-4-yl]methyl p-toluenesulfonate). Isolated yield 74.6%. RXN SMILES: C([Li])CCC.[OH:6][CH2:7][C@@H:8]1[C@@H:12]([CH2:13][OH:14])[O:11][C:10]([CH3:16])([CH3:15])[O:9]1.[C:17]1([CH3:27])[CH:22]=[CH:21][C:20]([S:23](Cl)(=[O:25])=[O:24])=[CH:19][CH:18]=1.[Cl-].[Na+]>O1CCCC1>[C:17]1([CH3:27])[CH:22]=[CH:21][C:20]([S:23]([O:14][CH2:13][C@@H:12]2[C@@H:8]([CH2:7][OH:6])[O:9][C:10]([CH3:16])([CH3:15])[O:11]2)(=[O:25])=[O:24])=[CH:19][CH:18]=1 |f:3.4|. Procedure details: 21.7 mmol of n-butyllithium (1.59 molar in n-hexane, 13.6 ml) were added at -78 C to a solution of (4R,5R)-4,5-bis(hydroxymethyl)-2,2-dimethyl-1,3-dioxolane (3.32 g, 20.5 mmol) in 60 ml of tetrahydrofuran ((4R,5R)-4,5-bis(hydroxymethyl)-2,2-dimethyl-1,3-dioxolane was prepared according to J. Org. Chem. 33 (1968), page 2171). After stirring for 10 minutes, a solution of p-toluenesulfonyl chloride (4 g, 21 mmol) in 20 ml of tetrahydrofuran which was cooled to −78° C. was added. After stirring at −... Reactants: O=C1CCC(=O)N1Br, CC(=O)O, COC(=O)Cc1cccs1, ClC(Cl)Cl, N#N. The product is COC(=O)Cc1ccc(Br)s1. RXN SMILES: [Br:13][N:14]1[C:15](=[O:16])[CH2:17][CH2:18][C:19]1=[O:20].[CH3:25][C:26](=[O:27])[OH:28].[CH3:3][O:4][C:5]([CH2:6][c:7]1[s:8][cH:9][cH:10][cH:11]1)=[O:12].[CH:21]([Cl:22])([Cl:23])[Cl:24].[N:1]#[N:2]>>[CH3:3][O:4][C:5]([CH2:6][c:7]1[s:8][c:9]([Br:13])[cH:10][cH:11]1)=[O:12]. Starting materials: O=C([O-])O, COC(=O)c1cccc(C(=O)N2CCC(CCN3C4CCC3CC(n3c(C)nc5ccccc53)C4)(c3ccccc3)CC2)c1, [Li+], [Na+], [OH-], O. The product is Cc1nc2ccccc2n1C1CC2CCC(C1)N2CCC1(c2ccccc2)CCN(C(=O)c2cccc(C(=O)O)c2)CC1. Reaction SMILES: [C:48](=[O:49])([OH:50])[O-:51].[CH3:1][c:2]1[n:3][c:4]2[c:5]([n:6]1[CH:7]1[CH2:8][CH:9]3[CH2:10][CH2:11][CH:12]([CH2:13]1)[N:14]3[CH2:15][CH2:16][C:17]1([c:35]3[cH:36][cH:37][cH:38][cH:39][cH:40]3)[CH2:18][CH2:19][N:20]([C:23](=[O:24])[c:25]3[cH:26][c:27]([C:28](=[O:29])[O:30][CH3:31])[cH:32][cH:33][cH:34]3)[CH2:21][CH2:22]1)[cH:41][cH:42][cH:43][cH:44]2.[Li+:47].[Na+:52].[OH-:46].[OH2:45]>>[CH3:1][c:2]1[n:3][c:4]2[c:5]([n:6]1[CH:7]1[CH2:8][CH:9]3[CH2:10][CH2:11][CH:12]([CH2:13]1)[N:14]3[CH2:15][CH2:16][C:17]1([c:35]3[cH:36][cH:37][cH:38][cH:39][cH:40]3)[CH2:18][CH2:19][N:20]([C:23](=[O:24])[c:25]3[cH:26][c:27]([C:28](=[O:29])[OH:30])[cH:32][cH:33][cH:34]3)[CH2:21][CH2:22]1)[cH:41][cH:42][cH:43][cH:44]2.